From a dataset of the Open Reaction Database (ORD), a public repository of structured organic reaction records. describe an organic reaction: reactants, conditions, products, and yield Reactants: CON(C(=O)C1=NNC2=CC=CC=C12)C (N-methoxy-N-methyl-1H-indazole-3-carboxamide), C[Mg]Br (methylmagnesium bromide), O (water), saturated solution, [Cl-].[NH4+] (ammonium chloride). Solvent: O1CCCC1 (tetrahydrofuran). Reaction conditions: temperature 0 celsius, time 20 hour. Product: N1N=C(C2=CC=CC=C12)C(C)=O (1-(1H-Indazol-3-yl)ethanone). As a reaction SMILES: CON(C)[C:4]([C:6]1[C:14]2[C:9](=[CH:10][CH:11]=[CH:12][CH:13]=2)[NH:8][N:7]=1)=[O:5].[CH3:16][Mg]Br.O.[Cl-].[NH4+]>O1CCCC1>[NH:8]1[C:9]2[C:14](=[CH:13][CH:12]=[CH:11][CH:10]=2)[C:6]([C:4](=[O:5])[CH3:16])=[N:7]1 |f:3.4|. Procedure: In a round-bottomed flask, 2.4 g of N-methoxy-N-methyl-1H-indazole-3-carboxamide are placed in 140 ml of tetrahydrofuran at 0° C. and under argon. 19 ml of methylmagnesium bromide (3M in ethyl ether) are added dropwise. The mixture is stirred for one hour at 0° C. and 20 h at ambient temperature. It is cooled to 0° C. and 80 ml of water and 40 ml of a saturated solution of ammonium chloride are added. The mixture is extracted with 40 ml of ethyl acetate. The organic phase is washed with 40 ml of... Reactants: FC1=C(C=CC(=C1)F)N1N=CN=C1C1=CC=2CCOC3=C(C2S1)N=C(C=C3)C=3C=NC(=CC3)F (2-[2-(2,4-Difluoro-phenyl)-2H-[1,2,4]triazol-3-yl]-9-(6-fluoro-pyridin-3-yl)-4,5-dihydro-6-oxa-1-thia-10-aza-benzo[e]azulene), N1CCCCC1 (Piperidine). Solvent: CN1CCCC1=O (NMP). Conditions: temperature 150 celsius. The product is FC1=C(C=CC(=C1)F)N1N=CN=C1C1=CC=2CCOC3=C(C2S1)N=C(C=C3)C=3C=CC(=NC3)N3CCCCC3 (2-[2-(2,4-Difluoro-phenyl)-2H-[1,2,4]triazol-3-yl]-9-(3,4,5,6-tetrahydro-2H-[1,2]bipyridinyl-5′-yl)-4,5-dihydro-6-oxa-1-thia-10-aza-benzo[e]azulene). Yield: 8.5%. As a reaction SMILES: [F:1][C:2]1[CH:7]=[C:6]([F:8])[CH:5]=[CH:4][C:3]=1[N:9]1[C:13]([C:14]2[S:23][C:22]3[C:21]4[N:24]=[C:25]([C:28]5[CH:29]=[N:30][C:31](F)=[CH:32][CH:33]=5)[CH:26]=[CH:27][C:20]=4[O:19][CH2:18][CH2:17][C:16]=3[CH:15]=2)=[N:12][CH:11]=[N:10]1.[NH:35]1[CH2:40][CH2:39][CH2:38][CH2:37][CH2:36]1>CN1C(=O)CCC1>[F:1][C:2]1[CH:7]=[C:6]([F:8])[CH:5]=[CH:4][C:3]=1[N:9]1[C:13]([C:14]2[S:23][C:22]3[C:21]4[N:24]=[C:25]([C:28]5[CH:33]=[CH:32][C:31]([N:35]6[CH2:40][CH2:39][CH2:38][CH2:37][CH2:36]6)=[N:30][CH:29]=5)[CH:26]=[CH:27][C:20]=4[O:19][CH2:18][CH2:17][C:16]=3[CH:15]=2)=[N:12][CH:11]=[N:10]1. Reported procedure: 2-[2-(2,4-Difluoro-phenyl)-2H-[1,2,4]triazol-3-yl]-9-(6-fluoro-pyridin-3-yl)-4,5-dihydro-6-oxa-1-thia-10-aza-benzo[e]azulene, from the procedure for 249, (470 mg, 1.0 mmol) Piperidine (102 mg, 1.2 mmol) DIPEA (340 mg, 3 mmol) and NMP (4 mL) were added in a 10 mL of sealed tube, and the mixture was heated by microwave at 150° C. for 120 min under N2. The reaction mixture was filtered to gather the solution and water was added. The mixture was extracted by DCM (20 mL×3). The combined organic layer...